Dataset: the Open Reaction Database (ORD), a public repository of structured organic reaction records. Task: describe an organic reaction: reactants, conditions, products, and yield Reaction SMILES: [Al+3:2].[CH3:7][C:8]1([CH3:35])[c:9]2[cH:10][cH:11][c:12]([C:20](=[CH:21][c:22]3[cH:23][cH:24][c:25]([SH:28]=[C:29]([O-:30])[N:31]([CH3:32])[CH3:33])[cH:26][cH:27]3)[CH3:34])[cH:13][c:14]2[C:15]([CH3:18])([CH3:19])[CH2:16][CH2:17]1.[H-:1].[H-:4].[H-:5].[H-:6].[Li+:3].[O:36]1[CH2:37][CH2:38][CH2:39][CH2:40]1>>[CH3:7][C:8]1([CH3:35])[c:9]2[cH:10][cH:11][c:12]([C:20](=[CH:21][c:22]3[cH:23][cH:24][c:25]([SH:28])[cH:26][cH:27]3)[CH3:34])[cH:13][c:14]2[C:15]([CH3:18])([CH3:19])[CH2:16][CH2:17]1. Reactants: [Al+3], CC(=Cc1ccc([SH]=C([O-])N(C)C)cc1)c1ccc2c(c1)C(C)(C)CCC2(C)C, [H-], [H-], [H-], [H-], [Li+], C1CCOC1. Product: CC(=Cc1ccc(S)cc1)c1ccc2c(c1)C(C)(C)CCC2(C)C. As a reaction SMILES: [Br:1][c:2]1[cH:3][cH:4][c:5](=[O:11])[n:6]([CH2:8][CH2:9][OH:10])[cH:7]1.[C:20](=[O:21])([O-:22])[O-:23].[CH2:26]1[O:27][CH2:28][CH2:29][O:30][CH2:31]1.[K+:24].[K+:25].[s:12]1[c:13]([B:17]([OH:18])[OH:19])[cH:14][cH:15][cH:16]1>>[c:2]1(-[c:13]2[s:12][cH:16][cH:15][cH:14]2)[cH:3][cH:4][c:5](=[O:11])[n:6]([CH2:8][CH2:9][OH:10])[cH:7]1. Product: O=c1ccc(-c2cccs2)cn1CCO. Reactants: O=c1ccc(Br)cn1CCO, O=C([O-])[O-], C1COCCO1, [K+], [K+], OB(O)c1cccs1. The reactants are N1CCCCC1 (piperidine), C(C1=CC=CC=C1)ON1C(C2=CC=C(C=3C2=C(C1=O)C=C(C3)Br)[N+](=O)[O-])=O (2-benzyloxy-5-bromo-7-nitro-benzo[de]isoquinoline-1,3-dione), title compounds, C(C1=CC=CC=C1)ON1C(C2=CC=CC=3C2=C(C1=O)C=C(C3[N+](=O)[O-])Br)=O (2-benzyloxy-5-bromo-6-nitro-benzo[de]isoquinoline-1,3-dione). Solvent: CN(C)C=O (DMF). Reaction conditions: temperature 120 celsius. The product is C(C1=CC=CC=C1)ON1C(C2=CC=CC=3C2=C(C1=O)C=C(C3N3CCCCC3)Br)=O (2-benzyloxy-5-bromo-6-(piperidin-1-yl)-benzo[de]isoquinoline-1,3-dione), C(C1=CC=CC=C1)ON1C(C2=CC=C(C=3C2=C(C1=O)C=C(C3)Br)N3CCCCC3)=O (2-benzyloxy-5-bromo-7-(piperidin-1-yl)-benzo[de]isoquinoline-1,3-dione). RXN SMILES: N1[CH2:6][CH2:5][CH2:4][CH2:3][CH2:2]1.[CH2:7]([O:14][N:15]1[C:24](=[O:25])[C:23]2[CH:26]=[C:27]([Br:32])[C:28]([N+:29]([O-])=O)=[C:21]3[C:22]=2[C:17](=[CH:18][CH:19]=[CH:20]3)[C:16]1=[O:33])[C:8]1[CH:13]=[CH:12][CH:11]=[CH:10][CH:9]=1.[CH2:34]([O:41][N:42]1[C:51](=[O:52])[C:50]2[CH:53]=[C:54]([Br:56])[CH:55]=[C:48]3[C:49]=2[C:44](=[CH:45][CH:46]=[C:47]3[N+:57]([O-])=O)[C:43]1=[O:60])[C:35]1[CH:40]=[CH:39][CH:38]=[CH:37][CH:36]=1>CN(C=O)C>[CH2:7]([O:14][N:15]1[C:24](=[O:25])[C:23]2[CH:26]=[C:27]([Br:32])[C:28]([N:29]3[CH2:6][CH2:5][CH2:4][CH2:3][CH2:2]3)=[C:21]3[C:22]=2[C:17](=[CH:18][CH:19]=[CH:20]3)[C:16]1=[O:33])[C:8]1[CH:13]=[CH:12][CH:11]=[CH:10][CH:9]=1.[CH2:34]([O:41][N:42]1[C:51](=[O:52])[C:50]2[CH:53]=[C:54]([Br:56])[CH:55]=[C:48]3[C:49]=2[C:44](=[CH:45][CH:46]=[C:47]3[N:57]2[CH2:6][CH2:5][CH2:4][CH2:3][CH2:2]2)[C:43]1=[O:60])[C:35]1[CH:40]=[CH:39][CH:38]=[CH:37][CH:36]=1. Reported procedure: To a solution of piperidine (0.40 g, 4.7 mmol) in 5 mL of DMF was added a mixture of 2-benzyloxy-5-bromo-6-nitro-benzo[de]isoquinoline-1,3-dione (A) and 2-benzyloxy-5-bromo-7-nitro-benzo[de]isoquinoline-1,3-dione (B) (0.50 g, 1.2 mmol, from Example S1-A,B). The reaction was heated at 120° C. for 4 hours, cooled, and the solvent removed under vacuum. The residue was chromatographed using chloroform/ethyl acetate (10:1) to give a mixture of the title compounds which were separated by crystallizati... The reactants are NC1=NN2C(C=CC=C2C=2N(C=CC2)C(=O)OC(C)(C)C)=N1 (tert-butyl 2-(2-amino[1,2,4]triazolo[1,5-a]pyridin-5-yl)-1H-pyrrole-1-carboxylate), C(C1=CC=CC=C1)(=O)Cl (benzoyl chloride). The product is N1C(=CC=C1)C1=CC=CC=2N1N=C(N2)NC(C2=CC=CC=C2)=O (N-[5-(1H-pyrrol-2-yl)[1,2,4]triazolo[1,5-a]pyridin-2-yl]benzamide). Reaction SMILES: [NH2:1][C:2]1[N:22]=[C:5]2[CH:6]=[CH:7][CH:8]=[C:9]([C:10]3[N:11](C(OC(C)(C)C)=O)[CH:12]=[CH:13][CH:14]=3)[N:4]2[N:3]=1.[C:23](Cl)(=[O:30])[C:24]1[CH:29]=[CH:28][CH:27]=[CH:26][CH:25]=1>>[NH:11]1[CH:12]=[CH:13][CH:14]=[C:10]1[C:9]1[N:4]2[N:3]=[C:2]([NH:1][C:23](=[O:30])[C:24]3[CH:29]=[CH:28][CH:27]=[CH:26][CH:25]=3)[N:22]=[C:5]2[CH:6]=[CH:7][CH:8]=1. Procedure details: The title compound was prepared following procedure and work up described for example 9, but starting from tert-butyl 2-(2-amino[1,2,4]triazolo[1,5-a]pyridin-5-yl)-1H-pyrrole-1-carboxylate ((A6), 50 mg; 0.17 mmol; 1.0 eq.) and benzoyl chloride (47 mg; 0.33 mmol; 2.0 eq.) as a white solid (22.7 mg, 45%). HPLC, Rt: 3.23 min. (purity 91.6%). LC/MS, M+(ESI): 304.3, M−(ESI): 302.3.